Dataset: the Open Reaction Database (ORD), a public repository of structured organic reaction records. Task: describe an organic reaction: reactants, conditions, products, and yield Starting materials: C(=O)(OCC1C2=CC=CC=C2C2=CC=CC=C12)C1C(=O)NC(C1)=O (Fmoc-succinimide), NC=1C=C(C(=O)O)C=CC1OC (3-amino-4-methoxybenzoic acid), Cl (HCl). The solvent is CC(=O)C (acetone), C(=O)(O)[O-].[Na+] (NaHCO3), CC(=O)C (acetone). Run at time 18 hour. Yields the product C1=CC=CC=2C3=CC=CC=C3C(C12)COC(=O)NC=1C=C(C(=O)O)C=CC1OC (3-(9-fluorenylmethoxycarbonyl)amino-4-methoxybenzoic acid). Yield: 65.9%. RXN SMILES: [NH2:1][C:2]1[CH:3]=[C:4]([CH:8]=[CH:9][C:10]=1[O:11][CH3:12])[C:5]([OH:7])=[O:6].[C:13](C1CC(=O)NC1=O)([O:15][CH2:16][CH:17]1[C:29]2[C:24](=[CH:25][CH:26]=[CH:27][CH:28]=2)[C:23]2[C:18]1=[CH:19][CH:20]=[CH:21][CH:22]=2)=[O:14].Cl>CC(C)=O.C([O-])(O)=O.[Na+]>[CH:28]1[C:29]2[CH:17]([CH2:16][O:15][C:13]([NH:1][C:2]3[CH:3]=[C:4]([CH:8]=[CH:9][C:10]=3[O:11][CH3:12])[C:5]([OH:7])=[O:6])=[O:14])[C:18]3[C:23](=[CH:22][CH:21]=[CH:20][CH:19]=3)[C:24]=2[CH:25]=[CH:26][CH:27]=1 |f:4.5|. Procedure details: A suspension of 3-amino-4-methoxybenzoic acid (1.00 g, 6.0 mmol) in acetone (15 mL) was treated portionwise and alternately with Fmoc-succinimide (2.63 g, 7.8 mmol) in acetone (15 mL) and saturated aqueous NaHCO3 to keep the pH of the solution between 8-9, stirred at room temperature for 18 hours, treated with 3M HCl, and filtered. The solid was washed sequentially with water and dichloromethane and dried under vacuum to provide 1.54 g (66%) of the desired product. Product: N#Cc1ccc(F)cc1OCC(=O)N1CCOCC1. The reactants are CN(C)C=O, O=C(CCl)N1CCOCC1, N#Cc1ccc(F)cc1O, [H-], [Na+]. Reaction SMILES: [CH3:23][N:24]([CH3:25])[CH:26]=[O:27].[Cl:13][CH2:14][C:15](=[O:16])[N:17]1[CH2:18][CH2:19][O:20][CH2:21][CH2:22]1.[F:1][c:2]1[cH:3][c:4]([OH:10])[c:5]([C:6]#[N:7])[cH:8][cH:9]1.[H-:12].[Na+:11]>>[F:1][c:2]1[cH:3][c:4]([O:10][CH2:14][C:15](=[O:16])[N:17]2[CH2:18][CH2:19][O:20][CH2:21][CH2:22]2)[c:5]([C:6]#[N:7])[cH:8][cH:9]1. The reactants are COC1=C(C=O)C(=CC=C1)OC (2,6-dimethoxybenzaldehyde), C(C)(=O)C1=CC=CC=C1 (acetophenone), [OH-].[Na+] (sodium hydroxide). Solvent: CO (methanol), O (water). Run at time 8 hour. The product is COC1=C(C(=CC=C1)OC)C=CC(=O)C1=CC=CC=C1 (2,6-Dimethoxychalcone). As a reaction SMILES: [CH3:1][O:2][C:3]1[CH:10]=[CH:9][CH:8]=[C:7]([O:11][CH3:12])[C:4]=1[CH:5]=O.[C:13]([C:16]1[CH:21]=[CH:20][CH:19]=[CH:18][CH:17]=1)(=[O:15])[CH3:14].[OH-].[Na+]>CO.O>[CH3:1][O:2][C:3]1[CH:10]=[CH:9][CH:8]=[C:7]([O:11][CH3:12])[C:4]=1[CH:5]=[CH:14][C:13]([C:16]1[CH:21]=[CH:20][CH:19]=[CH:18][CH:17]=1)=[O:15] |f:2.3|. Procedure details: (39) To a solution of 2,6-dimethoxybenzaldehyde (250 mg, 1.50 mmol) and acetophenone (180 mg, 1.50 mmol) in 2.2 ml of methanol was added 1.0 ml of 40% sodium hydroxide in water at 10° C. After stirring overnight at room temperature, a solid precipitated. The precipitate was recrystallized from methanol to afford 350 mg (87.1%) of a white, flaky solid: mp 54.9-55.8° C. (lit. mp 54-55° C., Noyce and Jorgenson, J. Am. Chem. Soc., 1963, 85, 2420-2426). 1H NMR (250 MHz) δ 8.33-8.26 (d, 1H), 8.05-7.97...